This data is from the Open Reaction Database (ORD), a public repository of structured organic reaction records. The task is: describe an organic reaction: reactants, conditions, products, and yield The reactants are C(C)OC1=C(C(=C(C=C1)C1=CC=C(C=C1)C=O)F)F (4-ethoxy-4′-formyl-2,3-difluoro-1,1′-biphenyl), C(C)OP(=O)(OCC)CC(=O)OCC (ethyl diethylphosphonoacetate), C1(=CC=CC=C1)C (toluene), [O-]CC.[Na+] (Sodium ethoxide). Run in C(C)O (ethanol), O (water). Run at temperature 0 celsius, time 2 hour. Product: C(C)OC1=C(C(=C(C=C1)C1=CC=C(C=C1)CCC(=O)OCC)F)F (ethyl 3-(4′-ethoxy-2′,3′-difluoro-(1,1′-biphenyl)-4-yl)propionate). Yield: 75.6%. As a reaction SMILES: [CH2:1]([O:3][C:4]1[CH:9]=[CH:8][C:7]([C:10]2[CH:15]=[CH:14][C:13]([CH:16]=O)=[CH:12][CH:11]=2)=[C:6]([F:18])[C:5]=1[F:19])[CH3:2].C(OP([CH2:28][C:29]([O:31][CH2:32][CH3:33])=[O:30])(OCC)=O)C.C1(C)C=CC=CC=1.[O-]CC.[Na+]>C(O)C.O>[CH2:1]([O:3][C:4]1[CH:9]=[CH:8][C:7]([C:10]2[CH:15]=[CH:14][C:13]([CH2:16][CH2:28][C:29]([O:31][CH2:32][CH3:33])=[O:30])=[CH:12][CH:11]=2)=[C:6]([F:18])[C:5]=1[F:19])[CH3:2] |f:3.4|. Procedure details: 4-Ethoxy-4′-formyl-2,3-difluoro-1,1′-biphenyl (s49) (30.0 g), ethyl diethylphosphonoacetate (30.8 g) and toluene (200 ml) were placed in a reaction vessel under an atmosphere of nitrogen, and cooled to 0° C. Sodium ethoxide in ethanol solution (20%; 46.7 g) was added at the same temperature, and the stirring was continued for another 2 hours. After the reaction mixture had been returned to 25° C., the stirring was continued for another 2 hours. The reaction mixture was treated with water, and th... Starting materials: c1ccc(CN(Cc2ccccc2)c2nc3ccccc3c3[nH]cnc23)cc1, ClCCCCI, [H-], [Na+], CN(C)C=O. The product is ClCCCCn1cnc2c(N(Cc3ccccc3)Cc3ccccc3)nc3ccccc3c21. Reaction SMILES: [CH2:1]([c:2]1[cH:3][cH:4][cH:5][cH:6][cH:7]1)[N:8]([c:9]1[n:10][c:11]2[cH:12][cH:13][cH:14][cH:15][c:16]2[c:17]2[c:18]1[n:19][cH:20][nH:21]2)[CH2:22][c:23]1[cH:24][cH:25][cH:26][cH:27][cH:28]1.[Cl:31][CH2:32][CH2:33][CH2:34][CH2:35][I:36].[H-:29].[Na+:30].[O:37]=[CH:38][N:39]([CH3:40])[CH3:41]>>[CH2:1]([c:2]1[cH:3][cH:4][cH:5][cH:6][cH:7]1)[N:8]([c:9]1[n:10][c:11]2[cH:12][cH:13][cH:14][cH:15][c:16]2[c:17]2[c:18]1[n:19][cH:20][n:21]2[CH2:35][CH2:34][CH2:33][CH2:32][Cl:31])[CH2:22][c:23]1[cH:24][cH:25][cH:26][cH:27][cH:28]1. Starting materials: Cn1cc(Br)nc(Nc2ccc(C3CCN(C4COC4)CC3)cc2)c1=O, CC(=O)OCc1c(B2OC(C)(C)C(C)(C)O2)cccc1N1CCc2c(sc3c2CCCC3)C1=O. Yields the product CC(=O)OCc1c(-c2cn(C)c(=O)c(Nc3ccc(C4CCN(C5COC5)CC4)cc3)n2)cccc1N1CCc2c(sc3c2CCCC3)C1=O. As a reaction SMILES: [Br:1][c:2]1[n:3][c:4]([NH:10][c:11]2[cH:12][cH:13][c:14]([CH:17]3[CH2:18][CH2:19][N:20]([CH:23]4[CH2:24][O:25][CH2:26]4)[CH2:21][CH2:22]3)[cH:15][cH:16]2)[c:5](=[O:9])[n:6]([CH3:8])[cH:7]1.[C:27]([CH3:28])(=[O:29])[O:30][CH2:31][c:32]1[c:33]([N:47]2[C:48](=[O:60])[c:49]3[c:50]([c:53]4[c:54]([s:55]3)[CH2:56][CH2:57][CH2:58][CH2:59]4)[CH2:51][CH2:52]2)[cH:34][cH:35][cH:36][c:37]1[B:38]1[O:39][C:40]([CH3:41])([CH3:42])[C:43]([CH3:44])([CH3:45])[O:46]1>>[c:2]1(-[c:37]2[c:32]([CH2:31][O:30][C:27]([CH3:28])=[O:29])[c:33]([N:47]3[C:48](=[O:60])[c:49]4[c:50]([c:53]5[c:54]([s:55]4)[CH2:56][CH2:57][CH2:58][CH2:59]5)[CH2:51][CH2:52]3)[cH:34][cH:35][cH:36]2)[n:3][c:4]([NH:10][c:11]2[cH:12][cH:13][c:14]([CH:17]3[CH2:18][CH2:19][N:20]([CH:23]4[CH2:24][O:25][CH2:26]4)[CH2:21][CH2:22]3)[cH:15][cH:16]2)[c:5](=[O:9])[n:6]([CH3:8])[cH:7]1. Reactants: C1(=CC=CC=C1)CNC(NCC1=CC=CC=C1)[C@]1([C@H](C[C@@H](O1)N1C(=O)NC(=O)C=C1)O)CO (4′-C-(1,1′-diphenylmethylaminomethyl)-2′-deoxyuridine), C1=CCCCC1 (cyclohexene), C(C)(=O)O (acetic acid), NC[C@]1([C@H](C[C@@H](O1)N1C(=O)NC(=O)C(C)=C1)O)CO (4′-C-Aminomethylthymidine). Reagents/catalysts: [Pd] (palladium on charcoal). Run in C(C)O (ethanol). Product: NC[C@]1([C@H](C[C@@H](O1)N1C(=O)NC(=O)C=C1)O)CO (4′-C-Aminomethyl-2′-deoxyuridine). Isolated yield 101.7%. As a reaction SMILES: C1(C[NH:8][CH:9]([C@:18]2([CH2:32][OH:33])[O:22][C@@H:21]([N:23]3[CH:30]=[CH:29][C:27](=[O:28])[NH:26][C:24]3=[O:25])[CH2:20][C@@H:19]2[OH:31])NCC2C=CC=CC=2)C=CC=CC=1.C1CCCCC=1.C(O)(=O)C.NC[C@]1(CO)O[C@@H](N2C=C(C)C(=O)NC2=O)C[C@@H]1O>[Pd].C(O)C>[NH2:8][CH2:9][C@:18]1([CH2:32][OH:33])[O:22][C@@H:21]([N:23]2[CH:30]=[CH:29][C:27](=[O:28])[NH:26][C:24]2=[O:25])[CH2:20][C@@H:19]1[OH:31]. Procedure details: 4′-C-(1,1′-diphenylmethylaminomethyl)-2′-deoxyuridine (12) (0.056 g, 0.13 mmol) was treated with cyclohexene (1 mL), glacial acetic acid 0.5 mL) and 5% palladium on charcoal (0.06 g) in ethanol (5 mL) according to the procedure used for the preparation of compound (4). The crude product was purified by dissolving in water and washing with toluene. The aqueous layer was separated and the solvent removed under vacuum to give the title compound (13) as an amorphous solid (0.034 g, 100%). δH(300 MHz... Reactants: C(C(C)C)N1N=C(C=C(C1=O)COS(=O)(=O)C)C1=CC=C(C=C1)S(=O)(=O)C (2-isobutyl-4-methanesulfonyloxymethyl-6-[4-(methylsulfonyl)phenyl]-2H-pyridazin-3-one), N1(CCNCC1)C(=O)OC(C)(C)C (tert-butyl 1-piperazinecarboxylate). Product: C(C)(C)(C)OC(=O)N1CCN(CC1)CC=1C(N(N=C(C1)C1=CC=C(C=C1)S(=O)(=O)C)CC(C)C)=O (4-(4-tert-butoxycarbonyl-1-piperazinyl)methyl-2-isobutyl-6-[4-(methylsulfonyl)phenyl]-2H-pyridazin-3-one). Yield: 75.9%. As a reaction SMILES: [CH2:1]([N:5]1[C:10](=[O:11])[C:9]([CH2:12]OS(C)(=O)=O)=[CH:8][C:7]([C:18]2[CH:23]=[CH:22][C:21]([S:24]([CH3:27])(=[O:26])=[O:25])=[CH:20][CH:19]=2)=[N:6]1)[CH:2]([CH3:4])[CH3:3].[N:28]1([C:34]([O:36][C:37]([CH3:40])([CH3:39])[CH3:38])=[O:35])[CH2:33][CH2:32][NH:31][CH2:30][CH2:29]1>>[C:37]([O:36][C:34]([N:28]1[CH2:33][CH2:32][N:31]([CH2:12][C:9]2[C:10](=[O:11])[N:5]([CH2:1][CH:2]([CH3:3])[CH3:4])[N:6]=[C:7]([C:18]3[CH:19]=[CH:20][C:21]([S:24]([CH3:27])(=[O:26])=[O:25])=[CH:22][CH:23]=3)[CH:8]=2)[CH2:30][CH2:29]1)=[O:35])([CH3:40])([CH3:39])[CH3:38]. Procedure details: Following the procedure of Example 1(10), 2-isobutyl-4-methanesulfonyloxymethyl-6-[4-(methylsulfonyl)phenyl]-2H-pyridazin-3-one and tert-butyl 1-piperazinecarboxylate were reacted to yield the title compound as a yellow oil (yield: 75.9%). RXN SMILES: [CH2:1]([O:8][C:9]1[C:18](=[O:19])[N:17]2[C:12]([C:13]([CH3:21])([CH3:20])[O:14][CH2:15][CH2:16]2)=[N:11][C:10]=1[C:22]([OH:24])=O)[C:2]1[CH:7]=[CH:6][CH:5]=[CH:4][CH:3]=1.[NH2:25][CH2:26][C:27]1[CH:32]=[CH:31][CH:30]=[CH:29][C:28]=1[N:33]1[CH2:37][CH2:36][O:35][C:34]1=[O:38]>>[O:38]=[C:34]1[N:33]([C:28]2[CH:29]=[CH:30][CH:31]=[CH:32][C:27]=2[CH2:26][NH:25][C:22]([C:10]2[N:11]=[C:12]3[N:17]([C:18](=[O:19])[C:9]=2[O:8][CH2:1][C:2]2[CH:7]=[CH:6][CH:5]=[CH:4][CH:3]=2)[CH2:16][CH2:15][O:14][C:13]3([CH3:20])[CH3:21])=[O:24])[CH2:37][CH2:36][O:35]1. Procedure: The title compound can be prepared from intermediate 27, 3-(benzyloxy)-9,9-dimethyl-4-oxo-4,6,7,9-tetrahydropyrimido-[2,1-c][1,4]oxazine-2-carboxylic acid and 3-(2-(aminomethyl)phenyl)oxazolidin-2-one, derived from reduction of intermediate 116, 2-(2-oxooxazolidin-3-yl)benzonitrile. 1H NMR (400 MHz, DMSO-d6) δ ppm: 8.90 (1H, t, J=6.0 Hz), 7.58–7.32 (7H, m), 7.22 (2H, t, J=7.5 Hz), 5.08 (2H, s), 4.48 (2H, t, J=7.8 Hz), 4.44 (2H, d, J=6.0 Hz), 4.06–3.97 (4H, m), 3.88 (2H, m), 1.56 (6H, s); LCMS (M... Starting materials: intermediate 27, C(C1=CC=CC=C1)OC1=C(N=C2C(OCCN2C1=O)(C)C)C(=O)O (3-(benzyloxy)-9,9-dimethyl-4-oxo-4,6,7,9-tetrahydropyrimido-[2,1-c][1,4]oxazine-2-carboxylic acid), NCC1=C(C=CC=C1)N1C(OCC1)=O (3-(2-(aminomethyl)phenyl)oxazolidin-2-one). The product is O=C1OCCN1C1=C(CNC(=O)C=2N=C3C(OCCN3C(C2OCC2=CC=CC=C2)=O)(C)C)C=CC=C1 (N-(2-(2-Oxooxazolidin-3-yl)benzyl)-3-(benzyloxy)-9,9-dimethyl-4-oxo-4,6,7,9-tetrahydropyrimido[2,1-c][1,4]oxazine-2-carboxamide). Reactants: N12CCCCCC2=NCCC1 (1,8-diazabicyclo(5.4.0)undec-7-ene), BrC=1N(N=C2C(=CC(=CC12)C(F)(F)F)C(C)O)COCC[Si](C)(C)C ((±)-1-(3-Bromo-5-(trifluoromethyl)-2-((2-(trimethylsilyl)ethoxy)methyl)-2H-indazol-7-yl)ethanol), ClC(C#N)(Cl)Cl (trichloroacetonitrile). Run in C(C)OCC (diethyl ether). Run at temperature 0 celsius, time 10 minute. Yields the product ClC(C(OC(C)C1=CC(=CC2=C(N(N=C12)COCC[Si](C)(C)C)Br)C(F)(F)F)=N)(Cl)Cl ((±)-1-(3-Bromo-5-(trifluoromethyl)-2-((2-(trimethylsilyl)ethoxy)methyl)-2H-indazol-7-yl)ethyl 2,2,2-trichloroacetimidate). RXN SMILES: [Br:1][C:2]1[N:3]([CH2:18][O:19][CH2:20][CH2:21][Si:22]([CH3:25])([CH3:24])[CH3:23])[N:4]=[C:5]2[C:10]=1[CH:9]=[C:8]([C:11]([F:14])([F:13])[F:12])[CH:7]=[C:6]2[CH:15]([OH:17])[CH3:16].N12CCCN=C1CCCCC2.[Cl:37][C:38]([Cl:42])([Cl:41])[C:39]#[N:40]>C(OCC)C>[Cl:37][C:38]([Cl:42])([Cl:41])[C:39](=[NH:40])[O:17][CH:15]([C:6]1[C:5]2[C:10](=[C:2]([Br:1])[N:3]([CH2:18][O:19][CH2:20][CH2:21][Si:22]([CH3:24])([CH3:23])[CH3:25])[N:4]=2)[CH:9]=[C:8]([C:11]([F:14])([F:13])[F:12])[CH:7]=1)[CH3:16]. Procedure details: (±)-1-(3-Bromo-5-(trifluoromethyl)-2-((2-(trimethylsilyl)ethoxy)methyl)-2H-indazol-7-yl)ethanol (1.07 g, 2.44 mmol) was dissolved in diethyl ether (10 mL), cooled to 0° C. and treated with 1,8-diazabicyclo(5.4.0)undec-7-ene (70 μL, 0.49 mmol). The reaction was stirred for 10 min and treated with trichloroacetonitrile (370 μL, 3.65 mmol) dropwise over 10 min. The reaction was allowed to warm to room temperature overnight and concentrated. Flash chromatography on silica gel (5% ethyl acetate/hexan... The product is COC(=O)C1=NC=CC=C1Br (3-Bromo-2-pyridine carboxylic acid methyl ester). The yield is 42.0%. The reactants are BrC=1C(=NC=CC1)C(=O)O (3-bromo-2-pyridine carboxylic acid), CO (methanol), S(O)(O)(=O)=O (sulfuric acid), O (water). Reported procedure: A mixture of 5.45 g of 3-bromo-2-pyridine carboxylic acid (27.0 mmol, 1 eq.), obtained in example 3b), in 100 ml of methanol is reflux heated in the presence of 8 ml of sulfuric acid. The reaction mixture is allowed to return to ambient temperature and poured into water. It is extracted 3 times with ethyl acetate, the organic phase is dried on Na2SO4 and vacuum evaporated. 2.48 g (42%) of esterified product is obtained. RXN SMILES: [Br:1][C:2]1[C:3]([C:8]([OH:10])=[O:9])=[N:4][CH:5]=[CH:6][CH:7]=1.S(=O)(=O)(O)O.O.[CH3:17]O>>[CH3:17][O:9][C:8]([C:3]1[C:2]([Br:1])=[CH:7][CH:6]=[CH:5][N:4]=1)=[O:10]. The reactants are C(C)(C)OC(COC1=CC(=CC=C1)C=O)=O ((3-formyl phenoxy)acetic acid isopropyl ester), Cl.NO (hydroxylamine hydrochloride), N1=CC=CC=C1 (pyridine). The solvent is CO (methanol). Reaction conditions: time 15 hour. Yields the product C(C)(C)OC(COC1=CC(=CC=C1)C=NO)=O ([(3-hydroxyiminomethyl phenoxy)]acetic acid isopropyl ester). The yield is 102.4%. Reaction SMILES: [CH:1]([O:4][C:5](=[O:16])[CH2:6][O:7][C:8]1[CH:13]=[CH:12][CH:11]=[C:10]([CH:14]=O)[CH:9]=1)([CH3:3])[CH3:2].Cl.[NH2:18][OH:19].N1C=CC=CC=1>CO>[CH:1]([O:4][C:5](=[O:16])[CH2:6][O:7][C:8]1[CH:13]=[CH:12][CH:11]=[C:10]([CH:14]=[N:18][OH:19])[CH:9]=1)([CH3:3])[CH3:2] |f:1.2|. Reported procedure: A solution of (3-formyl phenoxy)acetic acid isopropyl ester (3.7 g, 17 mmol) in methanol (55 mL) was stirred under nitrogen as hydroxylamine hydrochloride (1.2 g, 17 mmol) and pyridine (6 mL, 74 mmol) were added. The reaction was stirred for 15 h at room temperature. The volatiles were removed in vacuo and the residue was diluted with ethyl acetate. The resulting solution was washed with 1N HCl, and the resulting aqueous solution was washed with ethyl acetate. The combined organic layers were dr...